This data is from the Open Reaction Database (ORD), a public repository of structured organic reaction records. The task is: describe an organic reaction: reactants, conditions, products, and yield The reactants are COc1cncc(Br)c1, N#Cc1ccc(B(O)O)cc1, CCOC(C)=O, CO, Cc1ccccc1, [Cl-], [Li+], [Na+], [Na+], O=C([O-])[O-], O, c1ccc(P(c2ccccc2)(c2ccccc2)[Pd](P(c2ccccc2)(c2ccccc2)c2ccccc2)(P(c2ccccc2)(c2ccccc2)c2ccccc2)P(c2ccccc2)(c2ccccc2)c2ccccc2)cc1. The product is COc1cncc(-c2ccc(C#N)cc2)c1. As a reaction SMILES: [Br:1][c:2]1[cH:3][n:4][cH:5][c:6]([O:8][CH3:9])[cH:7]1.[C:10](#[N:11])[c:12]1[cH:13][cH:14][c:15]([B:18]([OH:19])[OH:20])[cH:16][cH:17]1.[CH3:106][CH2:107][O:108][C:109](=[O:110])[CH3:111].[CH3:113][OH:114].[CH3:115][c:116]1[cH:117][cH:118][cH:119][cH:120][cH:121]1.[Cl-:22].[Li+:21].[Na+:23].[Na+:24].[O-:25][C:26](=[O:27])[O-:28].[OH2:112].[cH:29]1[cH:30][cH:31][c:32]([P:33]([Pd:34]([P:35]([c:36]2[cH:37][cH:38][cH:39][cH:40][cH:41]2)([c:42]2[cH:43][cH:44][cH:45][cH:46][cH:47]2)[c:48]2[cH:49][cH:50][cH:51][cH:52][cH:53]2)([P:54]([c:55]2[cH:56][cH:57][cH:58][cH:59][cH:60]2)([c:61]2[cH:62][cH:63][cH:64][cH:65][cH:66]2)[c:67]2[cH:68][cH:69][cH:70][cH:71][cH:72]2)[P:73]([c:74]2[cH:75][cH:76][cH:77][cH:78][cH:79]2)([c:80]2[cH:81][cH:82][cH:83][cH:84][cH:85]2)[c:86]2[cH:87][cH:88][cH:89][cH:90][cH:91]2)([c:92]2[cH:93][cH:94][cH:95][cH:96][cH:97]2)[c:98]2[cH:99][cH:100][cH:101][cH:102][cH:103]2)[cH:104][cH:105]1>>[c:2]1(-[c:15]2[cH:14][cH:13][c:12]([C:10]#[N:11])[cH:17][cH:16]2)[cH:3][n:4][cH:5][c:6]([O:8][CH3:9])[cH:7]1. Reactants: NC1=CC=CC=C1 (aniline), polyphosphoric acid, unsaturated acid, C(C=C)(=O)O (acrylic acid). Yields the product N1=CCC(C2=CC=CC=C12)=O (4-quinolinone). RXN SMILES: [NH2:1][C:2]1[CH:7]=[CH:6][CH:5]=[CH:4][CH:3]=1.[C:8](O)(=[O:11])[CH:9]=[CH2:10]>>[N:1]1[C:2]2[C:7](=[CH:6][CH:5]=[CH:4][CH:3]=2)[C:8](=[O:11])[CH2:9][CH:10]=1. Reported procedure: The process of Scheme IX begins with the reaction of an aniline (structure 37) with an unsaturated acid, for example acrylic acid, followed by a cyclization reaction mediated by, for example, polyphosphoric acid to afford a 4-quinolinone. The nitrogen atom is then protected by treatment with a base, for example, 4-dimethylaminopyridine, followed by the addition of an acylating agent such as di-tert-butyldicarbonate, to afford a compound of structure 38. Addition of an organomagnesium or organoli... Reactants: ClC1=C(C=CC(=C1)Cl)C(C(=C)C1=CC=C(C=C1)C)=O (1-(2,4-dichlorophenyl)-2-(4-methylphenyl)propen-1-one), N1C=NC=C1 (imidazole). Run in C(C)O (ethanol). Conditions: time 16 hour. Product: ClC1=C(C=CC(=C1)Cl)C(C(CN1C=NC=C1)C1=CC=C(C=C1)C)=O (1-(2,4-dichlorophenyl)-3-(imidazol-1-yl)-2-(4-methylphenyl)propan-1-one). The yield is 55.3%. As a reaction SMILES: [Cl:1][C:2]1[CH:7]=[C:6]([Cl:8])[CH:5]=[CH:4][C:3]=1[C:9](=[O:19])[C:10]([C:12]1[CH:17]=[CH:16][C:15]([CH3:18])=[CH:14][CH:13]=1)=[CH2:11].[NH:20]1[CH:24]=[CH:23][N:22]=[CH:21]1>C(O)C>[Cl:1][C:2]1[CH:7]=[C:6]([Cl:8])[CH:5]=[CH:4][C:3]=1[C:9](=[O:19])[CH:10]([C:12]1[CH:13]=[CH:14][C:15]([CH3:18])=[CH:16][CH:17]=1)[CH2:11][N:20]1[CH:24]=[CH:23][N:22]=[CH:21]1. Procedure: A mixture of 1-(2,4-dichlorophenyl)-2-(4-methylphenyl)propen-1-one (660 mg) and imidazole (770 mg) in ethanol (10 ml) were stirred at room temperature for 16 hours. The reaction mixture was concentrated under reduced pressure, dissolved in ethyl acetate, washed with water, dried over anhydrous magnesium sulphate and concentrated under reduced pressure to yield a gum. The gum was chromatographed on silica gel in methanol: dichloromethane (1:24) to yield 1-(2,4-dichlorophenyl)-3-(imidazol-1-yl)-2-...